From a dataset of the Open Reaction Database (ORD), a public repository of structured organic reaction records. describe an organic reaction: reactants, conditions, products, and yield Starting materials: Cc1ccccc1, NC1CC1, O=Cc1ccc(Cl)cc1. The product is Clc1ccc(C=NC2CC2)cc1. RXN SMILES: [CH3:14][c:15]1[cH:16][cH:17][cH:18][cH:19][cH:20]1.[CH:10]1([NH2:13])[CH2:11][CH2:12]1.[Cl:1][c:2]1[cH:3][cH:4][c:5]([CH:6]=[O:7])[cH:8][cH:9]1>>[Cl:1][c:2]1[cH:3][cH:4][c:5]([CH:6]=[N:13][CH:10]2[CH2:11][CH2:12]2)[cH:8][cH:9]1. The reactants are C(C1=CC=CC=C1)O[C@@H]1[C@@]2(CO[C@]([C@@H]([C@H]1OCC1=CC=CC=C1)OCC1=CC=CC=C1)(O2)C2=CC(=C(C=C2)Cl)CC2=CC=C(C=C2)OCC(F)(F)F)CO ([(1S,2S,3S,4R,5S)-2,3,4-tribenzyloxy-5-[4-chloro-3-[[4-(2,2,2-trifluoroethoxyl) phenyl]methyl]phenyl]-6,8-dioxabicyclo[3.2.1]octan-1-yl]methanol), Cl[O-].[Na+] (sodium hypochlorite), C([O-])(O)=O.[Na+] (sodium bicarbonate), [Br-].[K+] (potassium bromide), Cl (HCl). The solvent is ClCCl (dichloromethane). Reaction conditions: temperature 0 celsius, time 30 minute. Yields the product C(C1=CC=CC=C1)O[C@@H]1[C@@]2(CO[C@]([C@@H]([C@H]1OCC1=CC=CC=C1)OCC1=CC=CC=C1)(O2)C2=CC(=C(C=C2)Cl)CC2=CC=C(C=C2)OCC(F)(F)F)C(=O)O ((1S,2S,3S,4R,5S)-2,3,4-tribenzyloxy-5-[4-chloro-3-[[4-(2,2,2-trifluoro ethoxy)phenyl]methyl]phenyl]-6,8-dioxabicyclo[3.2.1]octane-1-carboxylic acid). Yield: 66.0%. RXN SMILES: [CH2:1]([O:8][C@H:9]1[C@H:15]([O:16][CH2:17][C:18]2[CH:23]=[CH:22][CH:21]=[CH:20][CH:19]=2)[C@@H:14]([O:24][CH2:25][C:26]2[CH:31]=[CH:30][CH:29]=[CH:28][CH:27]=2)[C@:13]2([C:33]3[CH:38]=[CH:37][C:36]([Cl:39])=[C:35]([CH2:40][C:41]4[CH:46]=[CH:45][C:44]([O:47][CH2:48][C:49]([F:52])([F:51])[F:50])=[CH:43][CH:42]=4)[CH:34]=3)[O:32][C@@:10]1([CH2:53][OH:54])[CH2:11][O:12]2)[C:2]1[CH:7]=[CH:6][CH:5]=[CH:4][CH:3]=1.C(=O)(O)[O-:56].[Na+].[Br-].[K+].Cl[O-].[Na+].Cl>ClCCl>[CH2:1]([O:8][C@H:9]1[C@H:15]([O:16][CH2:17][C:18]2[CH:23]=[CH:22][CH:21]=[CH:20][CH:19]=2)[C@@H:14]([O:24][CH2:25][C:26]2[CH:31]=[CH:30][CH:29]=[CH:28][CH:27]=2)[C@:13]2([C:33]3[CH:38]=[CH:37][C:36]([Cl:39])=[C:35]([CH2:40][C:41]4[CH:42]=[CH:43][C:44]([O:47][CH2:48][C:49]([F:52])([F:51])[F:50])=[CH:45][CH:46]=4)[CH:34]=3)[O:32][C@@:10]1([C:53]([OH:56])=[O:54])[CH2:11][O:12]2)[C:2]1[CH:3]=[CH:4][CH:5]=[CH:6][CH:7]=1 |f:1.2,3.4,5.6|. Procedure details: To a solution of [(1S,2S,3S,4R,5S)-2,3,4-tribenzyloxy-5-[4-chloro-3-[[4-(2,2,2-trifluoroethoxyl) phenyl]methyl]phenyl]-6,8-dioxabicyclo[3.2.1]octan-1-yl]methanol 171 (1.1 g, 1.45 mmol, obtained from the synthetic method described in step 11 of example 17) in dichloromethane (20 mL) were added sodium bicarbonate (1.58 g, 18.85 mmol), potassium bromide (172.0 mg, 1.45 mmol) and 2,2,6,6-tetramethylpiperidinooxy (22.0 mg, 0.14 mmol) in turn at 0° C., and then sodium hypochlorite (10 mL, 11.80 mmol, ... The reactants are [BH3-]C#N.[Na+] (NaBH3CN), O=C1CCC2(CCN(CC2)C(=O)OC(C)(C)C)CC1 (tert-butyl 9-oxo-3-azaspiro[5.5]undecane-3-carboxylate), CN (methanamine). Solvent: CCO (EtOH), CCO (EtOH). Conditions: time 1.5 hour. Yields the product CNC1CCC2(CCN(CC2)C(=O)OC(C)(C)C)CC1 (tert-butyl 9-(methylamino)-3-azaspiro[5.5]undecane-3-carboxylate). Isolated yield 46.2%. Reaction SMILES: O=[C:2]1[CH2:19][CH2:18][C:5]2([CH2:10][CH2:9][N:8]([C:11]([O:13][C:14]([CH3:17])([CH3:16])[CH3:15])=[O:12])[CH2:7][CH2:6]2)[CH2:4][CH2:3]1.CN.[BH3-][C:23]#[N:24].[Na+]>CCO>[CH3:23][NH:24][CH:2]1[CH2:19][CH2:18][C:5]2([CH2:10][CH2:9][N:8]([C:11]([O:13][C:14]([CH3:17])([CH3:16])[CH3:15])=[O:12])[CH2:7][CH2:6]2)[CH2:4][CH2:3]1 |f:2.3|. Procedure: To a solution of tert-butyl 9-oxo-3-azaspiro[5.5]undecane-3-carboxylate (2.15 g, 8.05 mmol) in EtOH (20 mL) was added 33% methanamine in EtOH (3.7 g, 40.3 mmol), and the mixture was stirred at r.t for 1.5 h. Then NaBH3CN (1.5 g, 24.2 mmol) was added to the mixture. After that the resulting mixture was stirred at r.t overnight and then concentrated in vacuo. The residue was purified by silica gel column chromatography (DCM/MeOH (v/v)=10/1) to give the product as brown oil (1.05 g, 46.2%). Reactants: Cl (HCl), C(C1=CC=CC=C1)OC=1C(=NC(=NC1O)CC(C)(C1=CC=CC=C1)C)C(=O)N(C(C)C)CCO[Si](C)(C)C(C)(C)C (5-(benzyloxy)-N-(2-(tert-butyldimethylsilyloxy)ethyl)-6-hydroxy-N-isopropyl-2-(2-methyl-2-phenylpropyl)pyrimidine-4-carboxamide), [OH-].[Na+] (NaOH). Solvent: O (water), O1CCCC1 (tetrahydrofuran). Conditions: time 3 hour. Product: C(C1=CC=CC=C1)OC=1C(=NC(=NC1O)CC(C)(C1=CC=CC=C1)C)C(=O)N(C(C)C)CCO (5-(benzyloxy)-6-hydroxy-N-(2-hydroxyethyl)-N-isopropyl-2-(2-methyl-2-phenylpropyl)pyrimidine-4-carboxamide). Isolated yield 64.5%. As a reaction SMILES: [CH2:1]([O:8][C:9]1[C:10]([C:26]([N:28]([CH2:32][CH2:33][O:34][Si](C(C)(C)C)(C)C)[CH:29]([CH3:31])[CH3:30])=[O:27])=[N:11][C:12]([CH2:16][C:17]([CH3:25])([C:19]2[CH:24]=[CH:23][CH:22]=[CH:21][CH:20]=2)[CH3:18])=[N:13][C:14]=1[OH:15])[C:2]1[CH:7]=[CH:6][CH:5]=[CH:4][CH:3]=1.Cl.[OH-].[Na+]>O1CCCC1.O>[CH2:1]([O:8][C:9]1[C:10]([C:26]([N:28]([CH2:32][CH2:33][OH:34])[CH:29]([CH3:31])[CH3:30])=[O:27])=[N:11][C:12]([CH2:16][C:17]([CH3:18])([C:19]2[CH:20]=[CH:21][CH:22]=[CH:23][CH:24]=2)[CH3:25])=[N:13][C:14]=1[OH:15])[C:2]1[CH:7]=[CH:6][CH:5]=[CH:4][CH:3]=1 |f:2.3|. Reported procedure: 5-(Benzyloxy)-N-(2-(tert-butyldimethylsilyloxy)ethyl)-6-hydroxy-N-isopropyl-2-(2-methyl-2-phenylpropyl)pyrimidine-4-carboxamide (57) (62 mg, 107 μmol, Eq: 1.00) was stirred in tetrahydrofuran (2 ml), HCl (aqueous) (161 μl, 161 μmol, Eq: 1.5) was added. The reaction mixture was stirred at room temperature for 3.0 hours, 160 μl 1N NaOH was added and the reaction mixture was diluted with water, extracted twice with ethyl acetate. The combined organic layers were washed with brine and dried over mag... Reactants: C1(=CC=C(C=C1)S(=O)(=O)CCOC(COC1=CC(=C(C(=C1)C)S(=O)(=O)N1C(=NC2=C1C=CC=C2)S(=O)CC2=NC=CC(=C2C)OCC(F)(F)F)C(C)C)=O)C (4-[2-{3-methyl-4-(2,2,2-trifluoroethoxy)pyridin-2-yl-methanesulfinyl}-benzimidazole-1-sulfonyl]-3-isopropyl-5-methylphenoxyacetic acid 2-(toluene-4-sulfonyl)ethyl ester), C1(=CC=C(C=C1)S(=O)(=O)CCOC(COC1=CC(=C(C(=C1)C)S(=O)(=O)N1C(=NC2=C1C=CC=C2)S(=O)CC2=NC=CC(=C2C)OCC(F)(F)F)C(C)C)=O)C (4-[2-{3-methyl-4-(2,2,2-trifluoroethoxy)pyridin-2-yl-methanesulfinyl}-benzimidazole-1-sulfonyl]-3-isopropyl-5-methylphenoxyacetic acid 2-(toluene-4-sulfonyl)ethyl ester), C(=O)(O)[O-].[Na+] (NaHCO3). Solvent: CC#N (CH3CN), O (H2O). Run at temperature 65 celsius, time 8 hour. Product: [Na+].CC=1C(=NC=CC1OCC(F)(F)F)CS(=O)C1=NC2=C(N1S(=O)(=O)C1=C(C=C(OCC(=O)[O-])C=C1C)C(C)C)C=CC=C2 (4-[2-{3-methyl-4-(2,2,2-trifluoroethoxy)pyridin-2-yl-methanesulfinyl}-benzimidazole-1-sulfonyl]-3-isopropyl-5-methylphenoxyacetic acid sodium salt). Yield: 77.5%. RXN SMILES: C1(C)C=CC(S(CC[O:12][C:13](=[O:54])[CH2:14][O:15][C:16]2[CH:21]=[C:20]([CH3:22])[C:19]([S:23]([N:26]3[C:30]4[CH:31]=[CH:32][CH:33]=[CH:34][C:29]=4[N:28]=[C:27]3[S:35]([CH2:37][C:38]3[C:43]([CH3:44])=[C:42]([O:45][CH2:46][C:47]([F:50])([F:49])[F:48])[CH:41]=[CH:40][N:39]=3)=[O:36])(=[O:25])=[O:24])=[C:18]([CH:51]([CH3:53])[CH3:52])[CH:17]=2)(=O)=O)=CC=1.C([O-])(O)=O.[Na+:60]>CC#N.O>[Na+:60].[CH3:44][C:43]1[C:38]([CH2:37][S:35]([C:27]2[N:26]([S:23]([C:19]3[C:20]([CH3:22])=[CH:21][C:16]([O:15][CH2:14][C:13]([O-:54])=[O:12])=[CH:17][C:18]=3[CH:51]([CH3:53])[CH3:52])(=[O:24])=[O:25])[C:30]3[CH:31]=[CH:32][CH:33]=[CH:34][C:29]=3[N:28]=2)=[O:36])=[N:39][CH:40]=[CH:41][C:42]=1[O:45][CH2:46][C:47]([F:49])([F:48])[F:50] |f:1.2,5.6|. Procedure details: To a solution of 4-[2-{3-methyl-4-(2,2,2-trifluoroethoxy)pyridin-2-yl-methanesulfinyl}-benzimidazole-1-sulfonyl]-3-isopropyl-5-methylphenoxyacetic acid 2-(toluene-4-sulfonyl)ethyl ester (Intermediate 68, 1.6 g, 1.95 mmol) in 15 mL of CH3CN was added the solution of NaHCO3 (200 mg, 2.34 mmol, 1.2 eq) in 8 mL of H2O. The mixture was heated to 65° C. for 1.5 h. Thereafter all volatile materials were removed under vacuum, the mixture was washed with ether (2×), and then the aqueous layer was lyophil... Starting materials: C(C)(C)(C)OC(=O)N1C[C@H]([C@@H](C1)C1=NC=CC=C1)C(=O)O (1-tert-butyloxycarbonyl-trans-4-(2-pyridyl)pyrrolidine-3-carboxylic acid), CCN(C(C)C)C(C)C (DIEA), C(C1=CC=CC=C1)O (Benzyl alcohol), C1(=CC=CC=C1)P(=O)(C1=CC=CC=C1)N=[N+]=[N-] (diphenylphosphoryl azide). Run in C1(=CC=CC=C1)C (toluene), CCOC(=O)C (EtOAc). Reaction conditions: temperature 0 celsius, time 4 hour. The product is C(C)(C)(C)OC(=O)N1C[C@H]([C@@H](C1)C1=NC=CC=C1)NC(=O)OCC1=CC=CC=C1 (1-tert-Butyloxycarbonyl-trans-3-benzyloxycarbonylamino-4-(2-pyridyl)pyrrolidine). As a reaction SMILES: [C:1]([O:5][C:6]([N:8]1[CH2:12][C@@H:11]([C:13]2[CH:18]=[CH:17][CH:16]=[CH:15][N:14]=2)[C@H:10](C(O)=O)[CH2:9]1)=[O:7])([CH3:4])([CH3:3])[CH3:2].CC[N:24]([CH:28](C)C)C(C)C.C1(P(N=[N+]=[N-])(C2C=CC=CC=2)=[O:38])C=CC=CC=1.[CH2:48]([OH:55])[C:49]1[CH:54]=[CH:53][CH:52]=[CH:51][CH:50]=1>C1(C)C=CC=CC=1.CCOC(C)=O>[C:1]([O:5][C:6]([N:8]1[CH2:12][C@@H:11]([C:13]2[CH:18]=[CH:17][CH:16]=[CH:15][N:14]=2)[C@H:10]([NH:24][C:28]([O:55][CH2:48][C:49]2[CH:54]=[CH:53][CH:52]=[CH:51][CH:50]=2)=[O:38])[CH2:9]1)=[O:7])([CH3:2])([CH3:3])[CH3:4]. Procedure: To a stirred solution of 1-tert-butyloxycarbonyl-trans-4-(2-pyridyl)pyrrolidine-3-carboxylic acid from step 5 above (13 mmol) in toluene (50 mL) was added DIEA (3.0 mL, 17 mmol). The solution was cooled to 0° C. and diphenylphosphoryl azide (4.1 g, 15 mmol) was added. The resulting solution was stirred at 0° C. for 1 h and at ambient temperature for 4 h. Benzyl alcohol (2.8 g, 26 mmol) was added and the solution was refluxed for 3 h. The solution was cooled to ambient temperature, diluted with E... Reactants: CCOC(C)=O, ClCCl, Cl, CC(C)(C)OC(=O)NNC1CCCOC1. The product is Cl, NNC1CCCOC1. Reaction SMILES: [CH3:16][CH2:17][O:18][C:19](=[O:20])[CH3:21].[Cl:23][CH2:24][Cl:25].[ClH:22].[O:1]1[CH2:2][CH:3]([NH:7][NH:8][C:9]([O:10][C:11]([CH3:12])([CH3:13])[CH3:14])=[O:15])[CH2:4][CH2:5][CH2:6]1>>[ClH:22].[O:1]1[CH2:2][CH:3]([NH:7][NH2:8])[CH2:4][CH2:5][CH2:6]1. Starting materials: C(=O)C1=CC=C(C=C1)S(=O)(=O)Cl (4-formyl-benzene sulfonyl chloride), C(=O)(O)[O-].[Na+] (NaHCO3), NCC(C)(O)C (1-amino-2-methylpropan-2-ol). Run in CO (MeOH). Conditions: time 1 hour. Yields the product C(=O)C1=CC=C(C=C1)S(=O)(=O)NCC(C)(C)O (4-formyl-N-(2-hydroxy-2-methylpropyl)-benzene sulfonamide). As a reaction SMILES: [CH:1]([C:3]1[CH:8]=[CH:7][C:6]([S:9](Cl)(=[O:11])=[O:10])=[CH:5][CH:4]=1)=[O:2].C([O-])(O)=O.[Na+].[NH2:18][CH2:19][C:20]([CH3:23])([OH:22])[CH3:21]>CO>[CH:1]([C:3]1[CH:8]=[CH:7][C:6]([S:9]([NH:18][CH2:19][C:20]([OH:22])([CH3:23])[CH3:21])(=[O:11])=[O:10])=[CH:5][CH:4]=1)=[O:2] |f:1.2|. Reported procedure: To a solution of 4-formyl-benzene sulfonyl chloride (1.0 g) in MeOH was added NaHCO3 (0.425 g), followed by 1-amino-2-methylpropan-2-ol (0.566 g). The reaction mixture was stirred for 1 h at RT, then filtered through Celite and the solvent removed under reduced pressure to provide 4-formyl-N-(2-hydroxy-2-methylpropyl)-benzene sulfonamide.